From a dataset of the Open Reaction Database (ORD), a public repository of structured organic reaction records. describe an organic reaction: reactants, conditions, products, and yield The reactants are CCOP(=O)(Cc1ccc(Nc2ncc(C(F)(F)F)c(Cl)n2)c(OC)c1)OCC, CNC(=O)c1cc(F)ccc1N, CCOC(=O)C1CCC(c2ccc(N)c3c(=O)c(C)c[nH]c23)CC1. Product: CCOC(=O)C1CCC(c2ccc(Nc3nc(Nc4ccc(CP(=O)(OCC)OCC)cc4OC)ncc3C(F)(F)F)c3c(=O)c(C)c[nH]c23)CC1. RXN SMILES: [Cl:13][c:14]1[n:15][c:16]([NH:24][c:25]2[c:26]([O:40][CH3:41])[cH:27][c:28]([CH2:29][P:30]([O:31][CH2:32][CH3:33])([O:34][CH2:35][CH3:36])=[O:37])[cH:38][cH:39]2)[n:17][cH:18][c:19]1[C:20]([F:21])([F:22])[F:23].[NH2:1][c:2]1[cH:3][cH:4][c:5]([F:6])[cH:7][c:8]1[C:9]([NH:10][CH3:11])=[O:12].[NH2:42][c:43]1[c:44]2[c:45](=[O:65])[c:46]([CH3:64])[cH:47][nH:48][c:49]2[c:50]([CH:53]2[CH2:54][CH2:55][CH:56]([C:59](=[O:60])[O:61][CH2:62][CH3:63])[CH2:57][CH2:58]2)[cH:51][cH:52]1>>[c:14]1([NH:42][c:43]2[c:44]3[c:45](=[O:65])[c:46]([CH3:64])[cH:47][nH:48][c:49]3[c:50]([CH:53]3[CH2:54][CH2:55][CH:56]([C:59](=[O:60])[O:61][CH2:62][CH3:63])[CH2:57][CH2:58]3)[cH:51][cH:52]2)[n:15][c:16]([NH:24][c:25]2[c:26]([O:40][CH3:41])[cH:27][c:28]([CH2:29][P:30]([O:31][CH2:32][CH3:33])([O:34][CH2:35][CH3:36])=[O:37])[cH:38][cH:39]2)[n:17][cH:18][c:19]1[C:20]([F:21])([F:22])[F:23].